Dataset: the Open Reaction Database (ORD), a public repository of structured organic reaction records. Task: describe an organic reaction: reactants, conditions, products, and yield Starting materials: [Mg] (magnesium), C(C)OCC (diethyl ether), [Cr](=O)(=O)([O-])Cl.[NH+]1=CC=CC=C1 (pyridinium chlorochromate), C(C)(=O)[O-].[Na+] (sodium acetate), CI (methyl iodide), [Mg] (magnesium), C(C)OCC (diethyl ether), α4, 3-o-isopropylidene pyridoxal, C(C)OCC (diethyl ether), C(C)OCC (diethyl ether), Cl (hydrochloric acid), CI (methyl iodide). Run in C(Cl)Cl (methylene dichloride), C(C)O (ethanol). Yields the product CC1(OCC2=C1C=NC(=C2O)C)C (1,3-dihydro-3,3,6-trimethyl-7-hydroxy-furo-(3,4-c)-pyridine). RXN SMILES: [Mg].[CH3:2]I.[Cr](Cl)([O-])(=O)=O.[NH+:9]1[CH:14]=[CH:13]C=[CH:11][CH:10]=1.[C:15]([O-])(=[O:17])C.[Na+].Cl.[CH2:21]([O:23][CH2:24][CH3:25])[CH3:22]>C(O)C.C(Cl)Cl>[CH3:22][C:21]1([CH3:2])[C:13]2[CH:14]=[N:9][C:10]([CH3:11])=[C:15]([OH:17])[C:25]=2[CH2:24][O:23]1 |f:2.3,4.5|. Procedure: Into a 3-liter reactor fitted with stirring, warming and cooling means, previously submitted to a nitrogen circulation, were poured 3.47 g (0.143 mol) of magnesium. Slowly, under stirring, there was then added 20.3 g (0.143 mol) of methyl iodide dissolved in 400 ml of distilled diethyl ether. The mixture was refluxed for 2 to 3 hours, then cooled to 10°-15° C. and 22.8 g (0.11 mol of α4, 3-o-isopropylidene pyridoxal dissolved in 600 ml of distilled diethyl ether were slowly added. The mixture wa... Reactants: [H-].[Na+] (Sodium hydride), N1=C(C=CC=C1)CO (2-pyridine-methanol), CN(C=O)C (dimethylformamide), BrC1=NC=C(C=C1)Br (2,5-Dibromopyridine). Conditions: temperature 100 celsius, time 20 minute. Yields the product BrC=1C=NC(=CC1)OCC=1C=NC=CC1 (3-bromo-6-(3-pyridylmethoxy)pyridine). The yield is 46.0%. As a reaction SMILES: [H-].[Na+].[N:3]1[CH:8]=[CH:7][CH:6]=[CH:5][C:4]=1CO.Br[C:12]1[CH:17]=[CH:16][C:15]([Br:18])=[CH:14][N:13]=1.CN(C)[CH:21]=[O:22]>>[Br:18][C:15]1[CH:14]=[N:13][C:12]([O:22][CH2:21][C:7]2[CH:8]=[N:3][CH:4]=[CH:5][CH:6]=2)=[CH:17][CH:16]=1 |f:0.1|. Procedure: Sodium hydride (144 mg, 3.6 mmol) was added to a solution of 2-pyridine-methanol (361 mg, 3.3 mmol) in dimethylformamide (5 ml) and stirred for 20 minutes. 2,5-Dibromopyridine (711 mg, 3.0 mmol) was added, the reaction was heated to 100° C. for 10 hours, before the reaction was cooled and the solvents removed in vacuo. 2.0 N aqueous sodium hydroxide solution (5 ml) was added, the aqueous layer was extracted with ethyl acetate which was washed with and concentrated in vacuo. Purification by flash... Reactants: CCCI, [K+], [K+], O=C([O-])[O-], COc1ccc(C=O)cc1O, CN(C)C=O. Yields the product CCCOc1cc(C=O)ccc1OC. As a reaction SMILES: [CH2:12]([CH2:13][CH3:14])[I:15].[K+:16].[K+:17].[O-:18][C:19]([O-:20])=[O:21].[O:1]=[CH:2][c:3]1[cH:4][c:5]([OH:6])[c:7]([O:8][CH3:9])[cH:10][cH:11]1.[O:22]=[CH:23][N:24]([CH3:25])[CH3:26]>>[O:1]=[CH:2][c:3]1[cH:4][c:5]([O:6][CH2:12][CH2:13][CH3:14])[c:7]([O:8][CH3:9])[cH:10][cH:11]1. Reactants: FC1=CC=C(C=C1)C=1C=C2CC[C@@H](C2=CC1)[C@@H](C(=O)N1C[C@H](CC1)F)NC(OC(C)(C)C)=O (tert-Butyl {(1S)-1-[(1S)-5-(4-fluorophenyl)-2,3-dihydro-1H-inden-1-yl]-2-[(3S)-3-fluoropyrrolidin-1-yl]-2-oxoethyl}carbamate), Cl (hydrogen chloride). Run in O1CCOCC1 (dioxane). Yields the product Cl.FC1=CC=C(C=C1)C=1C=C2CC[C@@H](C2=CC1)[C@@H](C(=O)N1C[C@H](CC1)F)N ({(1S)-1-[(1S)-5-(4Fluorophenyl)-2,3-dihydro-1H-inden-1-yl]-2-[(3S)-3-fluoropyrrolidin-1-yl]-2-oxoethyl}amine, hydrochloride). RXN SMILES: [F:1][C:2]1[CH:7]=[CH:6][C:5]([C:8]2[CH:9]=[C:10]3[C:14](=[CH:15][CH:16]=2)[C@@H:13]([C@H:17]([NH:26]C(=O)OC(C)(C)C)[C:18]([N:20]2[CH2:24][CH2:23][C@H:22]([F:25])[CH2:21]2)=[O:19])[CH2:12][CH2:11]3)=[CH:4][CH:3]=1.[ClH:34]>O1CCOCC1>[ClH:34].[F:1][C:2]1[CH:3]=[CH:4][C:5]([C:8]2[CH:9]=[C:10]3[C:14](=[CH:15][CH:16]=2)[C@@H:13]([C@H:17]([NH2:26])[C:18]([N:20]2[CH2:24][CH2:23][C@H:22]([F:25])[CH2:21]2)=[O:19])[CH2:12][CH2:11]3)=[CH:6][CH:7]=1 |f:3.4|. Procedure: A solution of 24.5 mg of the compound from Step H in 1 mL of 4N hydrogen chloride in dioxane was stirred at ambient temperature for 1 h and then concentrated. The resultant solid was washed with ether and dried in vacuo to give the title compound. Mass spectrum (MS): m/z 357 (M+1). As a reaction SMILES: [CH2:1]([N:8]1[C:13](=[O:14])[C:12]([N+]([O-])=O)=[C:11](/[CH:18]=[CH:19]/[N:20](C)C)[N:10]=[C:9]1/[N:23]=[CH:24]/[N:25]([CH3:27])[CH3:26])[C:2]1[CH:7]=[CH:6][CH:5]=[CH:4][CH:3]=1.[O-]S(S([O-])=O)=O.[Na+].[Na+]>C1COCC1>[CH2:1]([N:8]1[C:13](=[O:14])[C:12]2[NH:20][CH:19]=[CH:18][C:11]=2[N:10]=[C:9]1/[N:23]=[CH:24]/[N:25]([CH3:26])[CH3:27])[C:2]1[CH:3]=[CH:4][CH:5]=[CH:6][CH:7]=1 |f:1.2.3|. Conditions: time 8 hour. The product is C(C1=CC=CC=C1)N1C(=NC2=C(C1=O)NC=C2)/N=C/N(C)C ((E)-N′-(3-benzyl-4-oxo-4,5-dihydro-3H-pyrrolo[3,2-d]pyrimidin-2-yl)-N,N-dimethylformimidamide). Solvent: C1CCOC1 (THF). Yield: 59.8%. Procedure details: To a mixture of (E)-N′-(1-benzyl-4-((E)-2-(dimethylamino)vinyl)-5-nitro-6-oxo-1,6-dihydropyrimidin-2-yl)-N,N-dimethylformimidamide (43.0 g, 0.12 mol) in THF (151 mL) was added an aqueous saturated solution of Na2S2O4 and stirred at room temperature overnight. Upon completion of the reaction, the solid was filtered and washed with THF to afford the product (21.2 g, 62% yield) which was used in the next step without further purification. Reactants: C(C1=CC=CC=C1)N1C(=NC(=C(C1=O)[N+](=O)[O-])\C=C\N(C)C)/N=C/N(C)C ((E)-N′-(1-benzyl-4-((E)-2-(dimethylamino)vinyl)-5-nitro-6-oxo-1,6-dihydropyrimidin-2-yl)-N,N-dimethylformimidamide), [O-]S(=O)S(=O)[O-].[Na+].[Na+] (Na2S2O4).